From a dataset of the Open Reaction Database (ORD), a public repository of structured organic reaction records. describe an organic reaction: reactants, conditions, products, and yield Yields the product C[C@@H](COC1=CC=C(C=C1)OC1=CC=CC=C1)O ((S)-(+)-1-methyl-2-(4-phenoxyphenoxy)ethanol). The reactants are O(C1=CC=CC=C1)C1=CC=C(C=C1)O (4-phenoxyphenol), [OH-].[Na+] (sodium hydroxide), C1[C@H](C)O1 ((S)-(-)-propylene oxide), C(Cl)(Cl)Cl (CHCl3), resultant mixture, C1[C@H](C)O1 ((S)-(-)-propylene oxide). As a reaction SMILES: [O:1]([C:8]1[CH:13]=[CH:12][C:11]([OH:14])=[CH:10][CH:9]=1)[C:2]1[CH:7]=[CH:6][CH:5]=[CH:4][CH:3]=1.[OH-].[Na+].[CH2:17]1[O:20][C@H:18]1[CH3:19].C(Cl)(Cl)Cl>C1(C)C=CC=CC=1.[Br-].C([N+](CCCC)(CCCC)CCCC)CCC.O>[CH3:17][C@H:18]([OH:20])[CH2:19][O:14][C:11]1[CH:10]=[CH:9][C:8]([O:1][C:2]2[CH:7]=[CH:6][CH:5]=[CH:4][CH:3]=2)=[CH:13][CH:12]=1 |f:1.2,6.7|. Reported procedure: A solution of 4-phenoxyphenol (2.14 g, 11.5 mmol) in toluene (7 ml) was poured into an aqueous solution (3 ml) of sodium hydroxide (0.92 g, 23.0 mmol), and (S)-(-)-propylene oxide (1.0 g, 17.24 mmol; a reagent manufactured by Aldrich; [α]D20 =-7.2° (CHCl3, c=1)) was added thereto while stirring. To the resultant mixture, tetra-n-butylammonium bromide (185 mg) was added, and the mixture was stirred at room temperature for 12 hours, followed by addition of (S)-(-)-propylene oxide (1 g). After stir... The solvent is C1(=CC=CC=C1)C (toluene), C1(=CC=CC=C1)C (toluene), O (water). The reagents and catalysts are [Br-].C(CCC)[N+](CCCC)(CCCC)CCCC (tetra-n-butylammonium bromide). The reactants are NC1=C(C=CC(=C1N)OC)CCN(CCC)CCC (N-[2-(2,3-diamino-4-methoxyphenyl)ethyl]-N,N-dipropylamine), C(=O)O (formic acid). Yields the product COC1=CC=C(C2=C1N=CN2)CCN(CCC)CCC (7-methoxy-4-[2-(N,N-dipropylamino)ethyl]benzimidazole). RXN SMILES: [NH2:1][C:2]1[C:7]([NH2:8])=[C:6]([O:9][CH3:10])[CH:5]=[CH:4][C:3]=1[CH2:11][CH2:12][N:13]([CH2:17][CH2:18][CH3:19])[CH2:14][CH2:15][CH3:16].[CH:20](O)=O>>[CH3:10][O:9][C:6]1[C:7]2[N:8]=[CH:20][NH:1][C:2]=2[C:3]([CH2:11][CH2:12][N:13]([CH2:17][CH2:18][CH3:19])[CH2:14][CH2:15][CH3:16])=[CH:4][CH:5]=1. Procedure: 1.2 g of N-[2-(2,3-diamino-4-methoxyphenyl)ethyl]-N,N-dipropylamine is heated under reflux with 20 ml of formic acid for 3 hours. The solution is concentrated. The residue is taken up in water, made alkaline with potassium carbonate, and extracted with ethyl acetate. The organic phase is dried over sodium sulfate and concentrated after the drying agent has been removed by filtration. The residue is chromatographed on silica gel with a mixture of dichloromethane/methanol, thus obtaining 0.42 g of...